This data is from the Open Reaction Database (ORD), a public repository of structured organic reaction records. The task is: describe an organic reaction: reactants, conditions, products, and yield The reactants are CN(C=CC(=O)C1=CC(=CC=C1)C(F)(F)F)C (3-dimethylamino-3'-(trifluoromethyl)acrylophenone), NC=1N=CNC1Br (4-amino-5-bromoimidazole). Run in C(C)(=O)O (acetic acid). Product: FC(C1=CC(=CC=C1)C1=CC=NC=2N1C=NC2Br)(F)F (4-(α,α,α-Trifluoro-m-tolyl)-8-bromoimidazo[1,5-a]pyrimidine). Reaction SMILES: C[N:2]([CH3:17])[CH:3]=[CH:4][C:5]([C:7]1[CH:12]=[CH:11][CH:10]=[C:9]([C:13]([F:16])([F:15])[F:14])[CH:8]=1)=O.NC1[N:20]=[CH:21][NH:22][C:23]=1[Br:24]>C(O)(=O)C>[F:16][C:13]([F:14])([F:15])[C:9]1[CH:10]=[CH:11][CH:12]=[C:7]([C:5]2[N:20]3[CH:21]=[N:22][C:23]([Br:24])=[C:17]3[N:2]=[CH:3][CH:4]=2)[CH:8]=1. Reported procedure: A mixture of 0.01 mole of 3-dimethylamino-3'-(trifluoromethyl)acrylophenone, 0.01 mole of 4-amino-5-bromoimidazole and 50 ml. of glacial acetic acid is refluxed for 6 hours. The solvent is removed and the residue worked up as for Example 29 to give the product of the example. Starting materials: CC(C)=O, CCCCCC, O=C(Cl)CCCl, Nc1ccc(F)c(F)c1, O, c1ccncc1. The product is O=C(CCCl)Nc1ccc(F)c(F)c1. Reaction SMILES: [CH3:23][C:24](=[O:25])[CH3:26].[CH3:27][CH2:28][CH2:29][CH2:30][CH2:31][CH3:32].[Cl:1][CH2:2][CH2:3][C:4](=[O:5])[Cl:6].[F:7][c:8]1[cH:9][c:10]([NH2:11])[cH:12][cH:13][c:14]1[F:15].[OH2:16].[cH:17]1[cH:18][cH:19][n:20][cH:21][cH:22]1>>[Cl:1][CH2:2][CH2:3][C:4](=[O:5])[NH:11][c:10]1[cH:9][c:8]([F:7])[c:14]([F:15])[cH:13][cH:12]1. Starting materials: COC(=O)c1cc(S(C)(=O)=O)ccc1-c1nccs1, CCO, [Na+], C1COCCO1, [OH-]. Product: CS(=O)(=O)c1ccc(-c2nccs2)c(C(=O)O)c1. Reaction SMILES: [CH3:1][O:2][C:3]([c:4]1[c:5](-[c:14]2[s:15][cH:16][cH:17][n:18]2)[cH:6][cH:7][c:8]([S:10](=[O:11])(=[O:12])[CH3:13])[cH:9]1)=[O:19].[CH3:28][CH2:29][OH:30].[Na+:21].[O:22]1[CH2:23][CH2:24][O:25][CH2:26][CH2:27]1.[OH-:20]>>[O:2]=[C:3]([c:4]1[c:5](-[c:14]2[s:15][cH:16][cH:17][n:18]2)[cH:6][cH:7][c:8]([S:10](=[O:11])(=[O:12])[CH3:13])[cH:9]1)[OH:19].